This data is from the Open Reaction Database (ORD), a public repository of structured organic reaction records. The task is: describe an organic reaction: reactants, conditions, products, and yield The reactants are CN(C1CCC(CC1)=O)C (4-dimethylamino-cyclohexanone), [Li]CCCC (n-BuLi), BrC1=NC(=CC=C1)Br (2,6-dibromopyridine). Solvent: C(Cl)Cl (DCM), C(Cl)Cl (DCM), C(Cl)Cl (DCM). Conditions: temperature -78 celsius. Product: BrC1=CC=CC(=N1)C1(CCC(CC1)N(C)C)O (1-(6-bromo-pyridin-2-yl)-4-dimethylamino-cyclohexanol). Yield: 67.0%. Reaction SMILES: Br[C:2]1[CH:7]=[CH:6][CH:5]=[C:4]([Br:8])[N:3]=1.[Li]CCCC.[CH3:14][N:15]([CH3:23])[CH:16]1[CH2:21][CH2:20][C:19](=[O:22])[CH2:18][CH2:17]1>C(Cl)Cl>[Br:8][C:4]1[N:3]=[C:2]([C:19]2([OH:22])[CH2:20][CH2:21][CH:16]([N:15]([CH3:23])[CH3:14])[CH2:17][CH2:18]2)[CH:7]=[CH:6][CH:5]=1. Procedure: Under a nitrogen atmosphere, dissolve 2,6-dibromopyridine (10 g, 42.4 mmol) in anhydrous DCM (250 mL). Cool to −78° C. Add a solution of n-BuLi (1.6 M in hexanes) (29 mL, 46.2 mmol) very slowly via a syringe. After the addition, stir the reaction at −78° C. for 1 hr. Add a solution of 4-dimethylamino-cyclohexanone (5.4 g, 38.5 mmol) in anhydrous DCM (10 mL) dropwise to the reaction mixture via a syringe. Stir the reaction at −78° C. for 90 min. then allow to slowly warm to room temperature over ... Starting materials: C(C)(C)(C)OC(=O)N1CCC(CC1)N1C(CC2=CC(=CC=C12)Cl)=O (4-(5-Chloro-2-oxo-2,3-dihydro-indol-1-yl)-piperidine-1-carboxylic acid tert-butyl ester), C(=O)(C(F)(F)F)O.C(Cl)Cl (TFA CH2Cl2). Yields the product ClC=1C=C2CC(N(C2=CC1)C1CCNCC1)=O (5-Chloro-1-piperidin-4-yl-1,3-dihydro-indol-2-one). The yield is 139.8%. As a reaction SMILES: C(OC([N:8]1[CH2:13][CH2:12][CH:11]([N:14]2[C:22]3[C:17](=[CH:18][C:19]([Cl:23])=[CH:20][CH:21]=3)[CH2:16][C:15]2=[O:24])[CH2:10][CH2:9]1)=O)(C)(C)C.C(O)(C(F)(F)F)=O.C(Cl)Cl>>[Cl:23][C:19]1[CH:18]=[C:17]2[C:22](=[CH:21][CH:20]=1)[N:14]([CH:11]1[CH2:10][CH2:9][NH:8][CH2:13][CH2:12]1)[C:15](=[O:24])[CH2:16]2 |f:1.2|. Procedure: 4-(5-Chloro-2-oxo-2,3-dihydro-indol-1-yl)-piperidine-1-carboxylic acid tert-butyl ester (3.4 g, 9.7 mmol) was set stirring in 1:1 TFA/CH2Cl2. After 45 min the mixture was evaporated and the golden oil brought up in Et2O. A solid formed and was filtered, washed with Et2O and air dried to give 3.4 g (97%) of a white solid. MS (electrospray): exact mass calculated for C13H15ClN2O, 250.09. m/z found, 251.1 [M+H]+. 1H NMR (400 MHz, DMSO-d6); 7.45 (s, 2H), 7.31 (d, J=8.1 Hz, 1H), 4.55-4.45 (m, 1H), 3....